This data is from the Open Reaction Database (ORD), a public repository of structured organic reaction records. The task is: describe an organic reaction: reactants, conditions, products, and yield The reactants are FC(C1=C(C=CC=C1)C1=CC=C(C(=N1)N)[N+](=O)[O-])(F)F (6-(2-trifluoromethyl-phenyl)-3-nitro-pyridin-2-ylamine), [H-].[Na+] (NaH), C(C)(C)(C)C=1C=C(N(N1)C)C(=O)Cl (5-tert-butyl-2-methyl-2H-pyrazole-3-carbonyl chloride). Run in C1CCOC1 (THF), C1CCOC1 (THF). Conditions: time 15 minute. Product: C(C)(C)(C)C=1C=C(N(N1)C)C(=O)N(C(=O)C=1N(N=C(C1)C(C)(C)C)C)C1=NC(=CC=C1[N+](=O)[O-])C1=C(C=CC=C1)C(F)(F)F (5-tert-butyl-2-methyl-2H-pyrazole-3-carboxylic acid (5-tert-butyl-2-methyl-2H-pyrazole-3-carbonyl)-[3-nitro-6-(2-trifluoromethyl-phenyl)-pyridin-2-yl]-amide). RXN SMILES: [F:1][C:2]([F:20])([F:19])[C:3]1[CH:8]=[CH:7][CH:6]=[CH:5][C:4]=1[C:9]1[N:14]=[C:13]([NH2:15])[C:12]([N+:16]([O-:18])=[O:17])=[CH:11][CH:10]=1.[H-].[Na+].[C:23]([C:27]1[CH:28]=[C:29]([C:33](Cl)=[O:34])[N:30]([CH3:32])[N:31]=1)([CH3:26])([CH3:25])[CH3:24]>C1COCC1>[C:23]([C:27]1[CH:28]=[C:29]([C:33]([N:15]([C:13]2[C:12]([N+:16]([O-:18])=[O:17])=[CH:11][CH:10]=[C:9]([C:4]3[CH:5]=[CH:6][CH:7]=[CH:8][C:3]=3[C:2]([F:1])([F:19])[F:20])[N:14]=2)[C:33]([C:29]2[N:30]([CH3:32])[N:31]=[C:27]([C:23]([CH3:25])([CH3:24])[CH3:26])[CH:28]=2)=[O:34])=[O:34])[N:30]([CH3:32])[N:31]=1)([CH3:26])([CH3:25])[CH3:24] |f:1.2|. Procedure: A solution of 3-nitro-6-(2-trifluoromethyl-phenyl)-pyridin-2-ylamine (200 mg, 0.706 mmol, prepared as described in Example 22, STEP B) in THF (15 mL) was treated with NaH (84.7 mg, 2.12 mmol) at room temperature for 1 h. The resulting mixture was treated with a solution of 5-tert-butyl-2-methyl-2H-pyrazole-3-carbonyl chloride (156 mg, 0.777 mmol) as a solution in THF (6 mL) and allowed to stir at room temperature for 15 min. The mixture was quenched with saturated aqueous NH4Cl (25 mL) and extra... Reactants: [Si](O)(O)(O)O (silicic acid), C(CCCO)O (1,4-butanediol), C([O-])([O-])=O.[Na+].[Na+] (sodium carbonate), C(CCCO)O (1,4-butanediol). Product: [Si](O)(O)(O)O.C(CCCO)O (1,4-butanediol silicate). RXN SMILES: [Si:1]([OH:5])([OH:4])([OH:3])[OH:2].[CH2:6]([OH:11])[CH2:7][CH2:8][CH2:9][OH:10].C(=O)([O-])[O-].[Na+].[Na+]>>[Si:1]([OH:5])([OH:4])([OH:3])[OH:2].[CH2:6]([OH:11])[CH2:7][CH2:8][CH2:9][OH:10] |f:2.3.4,5.6|. Procedure details: About 3 parts by weight of fine granular silicic acid gel, 3 parts by weight of 1,4-butanediol and 0.5 part by weight of sodium carbonate are mixed then heated to just below the boiling point of 1,4-butanediol for 20 to 60 minutes, thereby producing a light tan powder, 1,4-butanediol silicate. The reactants are C(C)(C)(C)OC(=O)N[C@@H]1C=C[C@@](C1)(C(=O)O)[C@@H]1COCC1 ((1R,4S)-4-[(tert-Butoxycarbonyl)amino]-1-[(3R)-tetrahydrofuran-3-yl]cyclopent-2-ene-1-carboxylic acid). Reagents/catalysts: [Pt](=O)=O (platinum dioxide). The solvent is C(C)O (ethanol). Conditions: time 18 hour. Yields the product C(C)(C)(C)OC(=O)N[C@H]1C[C@](CC1)(C(=O)O)[C@@H]1COCC1 ((1S,3R)-3-[(tert-Butoxycarbonyl)amino]-1-[(3R)-tetrahydrofuran-3-yl]cyclopentanecarboxylic acid). Yield: 0.1%. As a reaction SMILES: [C:1]([O:5][C:6]([NH:8][C@H:9]1[CH2:13][C@@:12]([C@H:17]2[CH2:21][CH2:20][O:19][CH2:18]2)([C:14]([OH:16])=[O:15])[CH:11]=[CH:10]1)=[O:7])([CH3:4])([CH3:3])[CH3:2]>C(O)C.[Pt](=O)=O>[C:1]([O:5][C:6]([NH:8][C@@H:9]1[CH2:10][CH2:11][C@:12]([C@H:17]2[CH2:21][CH2:20][O:19][CH2:18]2)([C:14]([OH:16])=[O:15])[CH2:13]1)=[O:7])([CH3:4])([CH3:2])[CH3:3]. Procedure details: (1R,4S)-4-[(tert-Butoxycarbonyl)amino]-1-[(3R)-tetrahydrofuran-3-yl]cyclopent-2-ene-1-carboxylic acid (0.79 g, 2.6 mol) was dissolved in ethanol (20.0 mL), degassed-purged with N2, followed by the addition of platinum dioxide (0.150 g, 0.528 mol). The reaction mixture was placed on a Parr apparatus and hydrogenated at 55 psi H2 for 18 h. The mixture was filtered through celite pad, washed with MeOH, concentrated to provide the desired product (730 mg, 91.8%). MS calculated for C15H26NO5 (M+H) 30... Starting materials: Cc1c[n+]([O-])cc(C)c1Br, Cc1ccccc1, CCOC(C)=O, c1ccc(P(c2ccccc2)c2ccccc2)cc1. Yields the product Cc1cncc(C)c1Br. RXN SMILES: [Br:1][c:2]1[c:3]([CH3:10])[cH:4][n+:5]([O-:9])[cH:6][c:7]1[CH3:8].[CH3:30][c:31]1[cH:32][cH:33][cH:34][cH:35][cH:36]1.[CH3:37][CH2:38][O:39][C:40](=[O:41])[CH3:42].[c:11]1([P:12]([c:13]2[cH:14][cH:15][cH:16][cH:17][cH:18]2)[c:19]2[cH:20][cH:21][cH:22][cH:23][cH:24]2)[cH:25][cH:26][cH:27][cH:28][cH:29]1>>[Br:1][c:2]1[c:3]([CH3:10])[cH:4][n:5][cH:6][c:7]1[CH3:8]. Starting materials: COC1OC(C=C1)OC (2,5-dimethoxy-2,5-dihydrofuran), N1=NC=CC=C1 (pyridazine), CO (methanol), O.NN (hydrazine hydrate). Solvent: O (water), C(C)(=O)O (acetic acid). Yields the product CC1=CC=C(O1)CCCO (3-(5-methyl-2-furanyl)propanol). As a reaction SMILES: C[O:2][CH:3]1[CH:7]=[CH:6][CH:5](OC)[O:4]1.CO.O.NN.N1[CH:20]=[CH:19][CH:18]=[CH:17]N=1>O.C(O)(=O)C>[CH3:17][C:18]1[O:2][C:3]([CH2:7][CH2:6][CH2:5][OH:4])=[CH:20][CH:19]=1 |f:2.3|. Procedure: Under nitrogen with stirring 5-methyl-2- 3- 2, 6-dimethyl-4-(2-methyl-tetrazol-5-yl) phenoxy!-propyl!-2,5-dimethoxy-2,5-dihydrofuran (820 mg, 1.8 mmol), 0.8 mL of methanol, and 1.5 mL of 1% aqueous acetic acid solution were combined at room temperature, refluxed for 10 min, and then cooled to room temperature. To the above solution was added hydrazine hydrate (0.26 mL) over a 2 min period, and the mixture was allowed to reflux for 1 h, and cooled to room temperature. The mixture was diluted with... The reactants are C1COCCOCCOCCOCCOCCO1 (18-Crown-6), C(C)#N (acetonitrile), OC1=C2C(CC(OC2=CC(=C1)OC(C)CC)(C)C)=O (5-hydroxy-7-sec. butoxy-2,2-dimethyl-4-chromanone), CI (methyl iodide). Run in [Na] (sodium). Conditions: time 3 hour. Yields the product COC1=C2C(CC(OC2=CC(=C1)OC(C)CC)(C)C)=O (5-methoxy-7-sec. butoxy-2,2-dimethyl-4-chromanone). The yield is 92.0%. Reaction SMILES: [C:1](#N)C.C1OCCOCCOCCOCCOCCOC1.CI.[OH:24][C:25]1[CH:34]=[C:33]([O:35][CH:36]([CH2:38][CH3:39])[CH3:37])[CH:32]=[C:31]2[C:26]=1[C:27](=[O:42])[CH2:28][C:29]([CH3:41])([CH3:40])[O:30]2>[Na]>[CH3:1][O:24][C:25]1[CH:34]=[C:33]([O:35][CH:36]([CH2:38][CH3:39])[CH3:37])[CH:32]=[C:31]2[C:26]=1[C:27](=[O:42])[CH2:28][C:29]([CH3:40])([CH3:41])[O:30]2 |^1:42|. Procedure: In 100 ml of acetonitrile 5.6 g (20 millimoles) of the sodium salt of 5-hydroxy-7-sec. butoxy-2,2-dimethyl-4-chromanone are dissolved and stirred in the presence of 0.5 g (2 millimoles) 18-Crown-6 for 30 minutes. Thereafter 4.25 g (1.9 ml, 30 millimoles) of methyl iodide are added and the reaction mixture is stirred for another 3 hours. The inorganic salt is filtered off, the solvent removed and the residue suspended in carbon tetrachloride, extracted twice with 30 ml of water each, the organic ... The reactants are NC1=C(C(=NC(=C1F)C=C)C(=O)OC)OC (methyl 4-amino-5-fluoro-3-methoxy-6-vinylpicolinate). The reagents and catalysts are [Pd] (palladium on carbon). The solvent is CCOC(=O)C (EtOAc). Reaction conditions: time 8 hour. Yields the product NC1=C(C(=NC(=C1F)CC)C(=O)OC)OC (methyl 4-amino-6-ethyl-5-fluoro-3-methoxypicolinate). Isolated yield 64.8%. As a reaction SMILES: [NH2:1][C:2]1[C:7]([F:8])=[C:6]([CH:9]=[CH2:10])[N:5]=[C:4]([C:11]([O:13][CH3:14])=[O:12])[C:3]=1[O:15][CH3:16]>CCOC(C)=O.[Pd]>[NH2:1][C:2]1[C:7]([F:8])=[C:6]([CH2:9][CH3:10])[N:5]=[C:4]([C:11]([O:13][CH3:14])=[O:12])[C:3]=1[O:15][CH3:16]. Reported procedure: To methyl 4-amino-5-fluoro-3-methoxy-6-vinylpicolinate (0.32 g, 1.42 mmol) in EtOAc (5 mL) was added 10% palladium on carbon (Pd/C, 0.16 g, 0.15 mmol). The mixture was stirred under an atmosphere of hydrogen overnight, filtered through Celite and concentrated to provide methyl 4-amino-6-ethyl-5-fluoro-3-methoxypicolinate (0.21 g, 0.92 mmol) as a white solid: mp 110.5-113.0° C.; 1H NMR (400 MHz, CDCl3) δ 4.41 (s, 2H), 3.96 (s, 3H), 3.90 (s, 3H), 2.81 (qd, J=7.6, 2.7 Hz, 2H), 1.26 (t, J=7.6 Hz, 3H... Starting materials: OC1(CC1)[C@@H]1N(C(OC1)(C)C)C(=O)OCC1=CC=CC=C1 (benzyl(4R)-4-(1-hydroxycyclopropyl)-2,2-dimethyl-1,3-oxazolidine-3-carboxylate), CC1=CC=C(C=C1)S(=O)(=O)[O-].[NH+]1=CC=CC=C1 (pyridin-1-ium 4-methylbenzenesulfonate), C(O)([O-])=O.[Na+] (sodium hydrogen carbonate). Solvent: CO (methanol). Conditions: time 8 hour. Yields the product C(C1=CC=CC=C1)OC(N[C@H](CO)C1(CC1)O)=O (benzyl[(1R)-2-hydroxy-1-(1-hydroxycyclopropyl)ethyl]carbamate). The yield is 79.5%. As a reaction SMILES: [OH:1][C:2]1([C@H:5]2[CH2:9][O:8]C(C)(C)[N:6]2[C:12]([O:14][CH2:15][C:16]2[CH:21]=[CH:20][CH:19]=[CH:18][CH:17]=2)=[O:13])[CH2:4][CH2:3]1.CC1C=CC(S([O-])(=O)=O)=CC=1.[NH+]1C=CC=CC=1.C(=O)([O-])O.[Na+]>CO>[CH2:15]([O:14][C:12](=[O:13])[NH:6][C@@H:5]([C:2]1([OH:1])[CH2:3][CH2:4]1)[CH2:9][OH:8])[C:16]1[CH:17]=[CH:18][CH:19]=[CH:20][CH:21]=1 |f:1.2,3.4|. Procedure: To a solution of benzyl(4R)-4-(1-hydroxycyclopropyl)-2,2-dimethyl-1,3-oxazolidine-3-carboxylate (2.45 g) in methanol (100 mL) was added pyridin-1-ium 4-methylbenzenesulfonate (2.33 g) at room temperature. The reaction mixture was stirred at room temperature overnight, to the reaction mixture was added saturated aqueous sodium hydrogen carbonate solution, and the mixture was extracted with ethyl acetate. The organic layer was separated, washed with saturated brine, dried over magnesium sulfate, a...